This data is from the Open Reaction Database (ORD), a public repository of structured organic reaction records. The task is: describe an organic reaction: reactants, conditions, products, and yield Reactants: C(C)O (Ethanol), [OH-].[NH4+] (ammonium hydroxide), [H-].[Na+] (Sodium hydride), Br[C@@H]1C(OC2=C([C@H]1O)C=C(C=C2)C#N)(C)C ((±)-trans-3-bromo-6-cyano-3,4-dihydro-2,2-dimethyl-2H-benzopyran-4-ol), 3,4-epoxide. The solvent is O1CCCC1 (tetrahydrofuran). Conditions: time 12 hour. Yields the product N[C@H]1[C@@H](C(OC2=C1C=C(C=C2)C#N)(C)C)O ((±)-trans-4-Amino-6-cyano-3,4-dihydro-2,2-dimethyl-2H-1-benzopyran-3-ol). As a reaction SMILES: [H-].[Na+].Br[C@H:4]1[C@H:9](O)[C:8]2[CH:11]=[C:12]([C:15]#[N:16])[CH:13]=[CH:14][C:7]=2[O:6][C:5]1([CH3:18])[CH3:17].C(O)C.[OH-:22].[NH4+:23]>O1CCCC1>[NH2:23][C@@H:9]1[C:8]2[CH:11]=[C:12]([C:15]#[N:16])[CH:13]=[CH:14][C:7]=2[O:6][C:5]([CH3:18])([CH3:17])[C@H:4]1[OH:22] |f:0.1,4.5|. Procedure: Sodium hydride (80% dispersion in oil, 13.7 g) was added in portions over 1 h to a stirred solution of (±)-trans-3-bromo-6-cyano-3,4-dihydro-2,2-dimethyl-2H-benzopyran-4-ol (124.3 g) in tetrahydrofuran (250 ml) kept under a dry nitrogen atmosphere. The mixture was stirred for an additional 0.5 h after which a solution of the 3,4-epoxide resulted. Ethanol (620 ml) followed by 0.880 ammonium hydroxide (375 ml) were added, and the resulting mixture stirred at 60°-65° C. for 12 h before cooling to r... The reactants are C(C1=CC=CC=C1)N(CCCCCCN(CC(C1=CC(=C(C=C1)OCC1=CC=CC=C1)CN)O)CC1=CC=CC=C1)CC(O)C1=CC(=C(C=C1)OCC1=CC=CC=C1)CN (N,N'-dibenzyl-N,N'-bis[2-(3-aminomethyl-4-benzyloxyphenyl)-2-hydroxyethyl]-hexamethylenediamine), CS(=O)(=O)Cl (methanesulfonyl chloride), Cl (hydrochloric acid). The solvent is N1=CC=CC=C1 (pyridine). Yields the product C(C1=CC=CC=C1)N(CCCCCCN(CC(C1=CC(=C(C=C1)OCC1=CC=CC=C1)CNS(=O)(=O)C)O)CC1=CC=CC=C1)CC(O)C1=CC(=C(C=C1)OCC1=CC=CC=C1)CNS(=O)(=O)C (N,N'-dibenzyl-N,N'-bis[2-(4-benzyloxy-3-methanesulfonamidomethylphenyl)-2-hydroxyethyl]-hexamethylenediamine). RXN SMILES: [CH2:1]([N:8]([CH2:42][CH:43]([C:45]1[CH:50]=[CH:49][C:48]([O:51][CH2:52][C:53]2[CH:58]=[CH:57][CH:56]=[CH:55][CH:54]=2)=[C:47]([CH2:59][NH2:60])[CH:46]=1)[OH:44])[CH2:9][CH2:10][CH2:11][CH2:12][CH2:13][CH2:14][N:15]([CH2:35][C:36]1[CH:41]=[CH:40][CH:39]=[CH:38][CH:37]=1)[CH2:16][CH:17]([OH:34])[C:18]1[CH:23]=[CH:22][C:21]([O:24][CH2:25][C:26]2[CH:31]=[CH:30][CH:29]=[CH:28][CH:27]=2)=[C:20]([CH2:32][NH2:33])[CH:19]=1)[C:2]1[CH:7]=[CH:6][CH:5]=[CH:4][CH:3]=1.[CH3:61][S:62](Cl)(=[O:64])=[O:63].Cl>N1C=CC=CC=1>[CH2:35]([N:15]([CH2:16][CH:17]([C:18]1[CH:23]=[CH:22][C:21]([O:24][CH2:25][C:26]2[CH:31]=[CH:30][CH:29]=[CH:28][CH:27]=2)=[C:20]([CH2:32][NH:33][S:62]([CH3:61])(=[O:64])=[O:63])[CH:19]=1)[OH:34])[CH2:14][CH2:13][CH2:12][CH2:11][CH2:10][CH2:9][N:8]([CH2:1][C:2]1[CH:3]=[CH:4][CH:5]=[CH:6][CH:7]=1)[CH2:42][CH:43]([OH:44])[C:45]1[CH:50]=[CH:49][C:48]([O:51][CH2:52][C:53]2[CH:54]=[CH:55][CH:56]=[CH:57][CH:58]=2)=[C:47]([CH2:59][NH:60][S:62]([CH3:61])(=[O:64])=[O:63])[CH:46]=1)[C:36]1[CH:37]=[CH:38][CH:39]=[CH:40][CH:41]=1. Procedure: To a solution of 9.35 g. of N,N'-dibenzyl-N,N'-bis[2-(3-aminomethyl-4-benzyloxyphenyl)-2-hydroxyethyl]-hexamethylenediamine in 50 ml. of pyridine is added 2.5 ml. of methanesulfonyl chloride at room temperature. After 18 hours the reaction mixture is added to an excess of 2N hydrochloric acid and extracted with chloroform. The extract is neutralized with sodium bicarbonate, washed, dried and evaporated to give N,N'-dibenzyl-N,N'-bis[2-(4-benzyloxy-3-methanesulfonamidomethylphenyl)-2-hydroxyethyl...